The task is: describe an organic reaction: reactants, conditions, products, and yield. This data is from the Open Reaction Database (ORD), a public repository of structured organic reaction records. Starting materials: O=N[O-], CC(c1ccc(-c2ccnc(N)n2)cc1)N1CCC(CCCO)(c2ccc(F)cc2)OC1=O, [Na+], O. The product is CC(c1ccc(-c2ccnc(O)n2)cc1)N1CCC(CCCO)(c2ccc(F)cc2)OC1=O. Reaction SMILES: [N:34](=[O:35])[O-:36].[NH2:1][c:2]1[n:3][cH:4][cH:5][c:6](-[c:8]2[cH:9][cH:10][c:11]([CH:14]([CH3:15])[N:16]3[C:17](=[O:33])[O:18][C:19]([CH2:22][CH2:23][CH2:24][OH:25])([c:26]4[cH:27][cH:28][c:29]([F:32])[cH:30][cH:31]4)[CH2:20][CH2:21]3)[cH:12][cH:13]2)[n:7]1.[Na+:37].[OH2:38]>>[c:2]1([OH:35])[n:3][cH:4][cH:5][c:6](-[c:8]2[cH:9][cH:10][c:11]([CH:14]([CH3:15])[N:16]3[C:17](=[O:33])[O:18][C:19]([CH2:22][CH2:23][CH2:24][OH:25])([c:26]4[cH:27][cH:28][c:29]([F:32])[cH:30][cH:31]4)[CH2:20][CH2:21]3)[cH:12][cH:13]2)[n:7]1. The reactants are C1CCOC1, Cl, O=C(O)c1ccc([N+](=O)[O-])c(F)c1. The product is O=[N+]([O-])c1ccc(CO)cc1F. RXN SMILES: [CH2:15]1[O:16][CH2:17][CH2:18][CH2:19]1.[ClH:14].[F:1][c:2]1[cH:3][c:4]([C:5](=[O:6])[OH:7])[cH:8][cH:9][c:10]1[N+:11](=[O:12])[O-:13]>>[F:1][c:2]1[cH:3][c:4]([CH2:5][OH:6])[cH:8][cH:9][c:10]1[N+:11](=[O:12])[O-:13].